From a dataset of the Open Reaction Database (ORD), a public repository of structured organic reaction records. describe an organic reaction: reactants, conditions, products, and yield Reactants: O (Water), ClC1=CC2=C(C=N1)C(NN2C(=O)OC(C)(C)C)=O (tert-Butyl 6-chloro-3-oxo-2,3-dihydro-1H-pyrazolo[4,3-c]pyridine-1-carboxylate), ICC (iodoethane), C([O-])([O-])=O.[Cs+].[Cs+] (cesium carbonate). Solvent: CN(C)C=O (DMF). Product: ClC1=CC2=C(C=N1)C(=NN2C(=O)OC(C)(C)C)OCC (tert-butyl 6-chloro-3-ethoxy-1H-pyrazolo[4,3-c]pyridine-1-carboxylate). Reaction SMILES: [Cl:1][C:2]1[N:7]=[CH:6][C:5]2[C:8](=[O:18])[NH:9][N:10]([C:11]([O:13][C:14]([CH3:17])([CH3:16])[CH3:15])=[O:12])[C:4]=2[CH:3]=1.I[CH2:20][CH3:21].C(=O)([O-])[O-].[Cs+].[Cs+].O>CN(C=O)C>[Cl:1][C:2]1[N:7]=[CH:6][C:5]2[C:8]([O:18][CH2:20][CH3:21])=[N:9][N:10]([C:11]([O:13][C:14]([CH3:15])([CH3:17])[CH3:16])=[O:12])[C:4]=2[CH:3]=1 |f:2.3.4|. Procedure: tert-Butyl 6-chloro-3-oxo-2,3-dihydro-1H-pyrazolo[4,3-c]pyridine-1-carboxylate (1.19 g, 4.41 mmol), iodoethane (0.715 mL, 8.85 mmol), and cesium carbonate (4.36 g, 13.38 mmol) were stirred in DMF (15 mL) at room temperature for 16 h. Water was added and the products extracted into EtOAc (×2). The combined organic extracts were washed with brine, dried over Na2SO4, filtered, and concentrated in vacuo. Purification of the residue by flash chromatography (6-50% EtOAc-hexanes) gave tert-butyl 6-chlo... The reactants are solution, Cl (hydrogen chloride), CC1=CC(=NC=C1C)N1NC=C(C1=O)N1C=NC=C1 (2-(4,5-Dimethylpyridin-2-yl)-4-(1H-imidazol-1-yl)-1,2-dihydro-3H-pyrazol-3-one). The solvent is O1CCOCC1 (dioxane). Reaction conditions: time 1 hour. Yields the product Cl.CC1=CC(=NC=C1C)N1NC=C(C1=O)N1C=NC=C1 (2-(4,5-Dimethylpyridin-2-yl)-4-(1H-imidazol-1-yl)-1,2-dihydro-3H-pyrazol-3-one hydrochloride). Reaction SMILES: [ClH:1].[CH3:2][C:3]1[C:8]([CH3:9])=[CH:7][N:6]=[C:5]([N:10]2[C:14](=[O:15])[C:13]([N:16]3[CH:20]=[CH:19][N:18]=[CH:17]3)=[CH:12][NH:11]2)[CH:4]=1>O1CCOCC1>[ClH:1].[CH3:2][C:3]1[C:8]([CH3:9])=[CH:7][N:6]=[C:5]([N:10]2[C:14](=[O:15])[C:13]([N:16]3[CH:20]=[CH:19][N:18]=[CH:17]3)=[CH:12][NH:11]2)[CH:4]=1 |f:3.4|. Procedure: 5 ml of a 4 N solution of hydrogen chloride in dioxane are added to 200 mg (0.5 mmol) of the compound from Example 90 and the mixture is stirred at RT for 1 h. The solid is then filtered off, washed in each case once with dioxane and tert-butyl methyl ether and dried under a high vacuum. The reactants are BrB(Br)Br, ClCCl, Cc1c(C(=O)NN2CCCCC2)nc(-c2ccc(Cl)cc2Cl)n1-c1ccc(OCc2ccccc2)cc1, O. Yields the product Cc1c(C(=O)NN2CCCCC2)nc(-c2ccc(Cl)cc2Cl)n1-c1ccc(O)cc1. Reaction SMILES: [B:38]([Br:39])([Br:40])[Br:41].[Cl:43][CH2:44][Cl:45].[N:1]1([NH:7][C:8](=[O:9])[c:10]2[n:11][c:12](-[c:30]3[c:31]([Cl:37])[cH:32][c:33]([Cl:36])[cH:34][cH:35]3)[n:13](-[c:16]3[cH:17][cH:18][c:19]([O:22][CH2:23][c:24]4[cH:25][cH:26][cH:27][cH:28][cH:29]4)[cH:20][cH:21]3)[c:14]2[CH3:15])[CH2:2][CH2:3][CH2:4][CH2:5][CH2:6]1.[OH2:42]>>[N:1]1([NH:7][C:8](=[O:9])[c:10]2[n:11][c:12](-[c:30]3[c:31]([Cl:37])[cH:32][c:33]([Cl:36])[cH:34][cH:35]3)[n:13](-[c:16]3[cH:17][cH:18][c:19]([OH:22])[cH:20][cH:21]3)[c:14]2[CH3:15])[CH2:2][CH2:3][CH2:4][CH2:5][CH2:6]1. Starting materials: C(C)(C)N(C(C)C)CC (N,N-diisopropylethylamine), COCCOC=1C=C(C=CC1C(F)(F)F)NC(OC1=CC=CC=C1)=O (phenyl 3-(2-methoxyethoxy)-4-(trifluoromethyl)phenylcarbamate), COC=1C=C2C(=NC=NC2=CC1OC)OC=1C=C(N)C=CC1 (3-(6,7-dimethoxyquinazolin-4-yloxy)aniline). Reagents/catalysts: CN(C1=CC=NC=C1)C (4-(dimethylamino)pyridine). The solvent is C1CCOC1 (THF). Reaction conditions: temperature 50 celsius. Product: COC=1C=C2C(=NC=NC2=CC1OC)OC=1C=C(C=CC1)NC(=O)NC1=CC(=C(C=C1)C(F)(F)F)OCCOC (1-(3-(6,7-dimethoxyquinazolin-4-yloxy)phenyl)-3-(3-(2-methoxyethoxy)-4-(trifluoromethyl)phenyl)urea). Isolated yield 65.4%. RXN SMILES: [CH3:1][O:2][C:3]1[CH:4]=[C:5]2[C:10](=[CH:11][C:12]=1[O:13][CH3:14])[N:9]=[CH:8][N:7]=[C:6]2[O:15][C:16]1[CH:17]=[C:18]([CH:20]=[CH:21][CH:22]=1)[NH2:19].C(N(CC)C(C)C)(C)C.[CH3:32][O:33][CH2:34][CH2:35][O:36][C:37]1[CH:38]=[C:39]([NH:47][C:48](=O)[O:49]C2C=CC=CC=2)[CH:40]=[CH:41][C:42]=1[C:43]([F:46])([F:45])[F:44]>C1COCC1.CN(C)C1C=CN=CC=1>[CH3:1][O:2][C:3]1[CH:4]=[C:5]2[C:10](=[CH:11][C:12]=1[O:13][CH3:14])[N:9]=[CH:8][N:7]=[C:6]2[O:15][C:16]1[CH:17]=[C:18]([NH:19][C:48]([NH:47][C:39]2[CH:40]=[CH:41][C:42]([C:43]([F:45])([F:46])[F:44])=[C:37]([O:36][CH2:35][CH2:34][O:33][CH3:32])[CH:38]=2)=[O:49])[CH:20]=[CH:21][CH:22]=1. Reported procedure: As described in Example 113C, 3-(6,7-dimethoxyquinazolin-4-yloxy)aniline from Example 113A (90 mg, 0.3 mmol) in THF (5 mL) was treated with N,N-diisopropylethylamine (78 μl, 0.45 mmol), 4-(dimethylamino)pyridine (4 mg, 0.03 mmol) and phenyl 3-(2-methoxyethoxy)-4-(trifluoromethyl)phenylcarbamate (161 mg, 0.45 mmol). The reaction mixture was heated to 50° C. for 3h. After removal of the solvent, the crude material was purified by silica gel chromatography (ethyl acetate/dichloromethane 1:1) to aff... Starting materials: ClC1=NN=C(C2=CC=CC=C12)COCC#C (1-Chloro-4-(prop-2-ynyloxy)methylphthalazine), NC1=CC2=C(N(C=N2)C2=CC=CC=C2)C=C1 (5-amino-1-phenylbenzimidazole). The solvent is CC(C)O (i-PrOH). Product: C1(=CC=CC=C1)N1C=NC2=C1C=CC(=C2)NC2=NN=C(C1=CC=CC=C21)COCC#C (1-Phenyl-5-[4-(prop-2-ynyloxy)methyl-1-phthalazinyl]aminobenzimidazole). Isolated yield 28.2%. As a reaction SMILES: Cl[C:2]1[C:11]2[C:6](=[CH:7][CH:8]=[CH:9][CH:10]=2)[C:5]([CH2:12][O:13][CH2:14][C:15]#[CH:16])=[N:4][N:3]=1.[NH2:17][C:18]1[CH:32]=[CH:31][C:21]2[N:22]([C:25]3[CH:30]=[CH:29][CH:28]=[CH:27][CH:26]=3)[CH:23]=[N:24][C:20]=2[CH:19]=1>CC(O)C>[C:25]1([N:22]2[C:21]3[CH:31]=[CH:32][C:18]([NH:17][C:2]4[C:11]5[C:6](=[CH:7][CH:8]=[CH:9][CH:10]=5)[C:5]([CH2:12][O:13][CH2:14][C:15]#[CH:16])=[N:4][N:3]=4)=[CH:19][C:20]=3[N:24]=[CH:23]2)[CH:30]=[CH:29][CH:28]=[CH:27][CH:26]=1. Reported procedure: A solution of 1-chloro-4-(prop-2-ynyloxy)methylphthalazine (3) (20 mg, 0.09 mmol) and 5-amino-1-phenylbenzimidazole (15 mg, 0.07 mmol) in i-PrOH (2 mL) is stirred at 95° C. under argon for 2.5 h. The reaction mixture is concentrated, quenched with sat. NaHCO3 (10 mL), and extracted with CHCl3 (60 mL). The extract is washed (brine) and dried. After solvent removal at reduced pressure, the residue is purified on silica gel (0:1:2 to 1:25:0 methanol/ethyl acetate/hexane) to give 8 mg (27%) of BI-30...